Dataset: the Open Reaction Database (ORD), a public repository of structured organic reaction records. Task: describe an organic reaction: reactants, conditions, products, and yield Reactants: BrC1=NC=C(C(=O)OC)C=C1 (methyl 6-bromo-nicotinate), [H-].C(C(C)C)[Al+]CC(C)C (diisobutyl aluminium hydride), [OH-].[Na+] (NaOH), C(C)C(=O)C (methyl ethyl ketone). Run in O1CCCC1 (tetrahydrofuran), C1(=CC=CC=C1)C (toluene), O (water), C1(=CC=CC=C1)C (toluene), O (water). Run at time 50 minute. The product is OCC=1C=NC(=CC1)Br (3-hydroxymethyl-6-bromopyridine). Yield: 89.2%. Reaction SMILES: [Br:1][C:2]1[CH:11]=[CH:10][C:5]([C:6](OC)=[O:7])=[CH:4][N:3]=1.[H-].C([Al+]CC(C)C)C(C)C.C(C(C)=O)C.[OH-].[Na+]>O1CCCC1.C1(C)C=CC=CC=1.O>[OH:7][CH2:6][C:5]1[CH:4]=[N:3][C:2]([Br:1])=[CH:11][CH:10]=1 |f:1.2,4.5|. Procedure: To a mechanically-stirred solution of 80 g of methyl 6-bromo-nicotinate in a mixture of 386 mL of tetrahydrofuran and 114 mL of toluene at 0° C. was added drop by drop a 1.5 molar toluene solution of diisobutyl aluminium hydride at a rate such that the temperature never exceeded 10° C. This addition took 50 minutes. 21.59 mL of methyl ethyl ketone was added to the reaction mixture while the temperature rose to 25° C. A solution of 2.58 g of NaOH in 40 mL of water was added to the reaction mixtur... Starting materials: C(C1=CC=CC=C1)=C1C(CCCC1)=NO (2-benzylidenecyclohexanone oxime), Br.C(C)OC(=O)[C@H]1CN(CCC1)CCBr ((R)-1-(2-bromoethyl)-3-piperidinecarboxylic acid ethyl ester hydrobromide), C([O-])([O-])=O.[K+].[K+] (potassium carbonate). Solvent: CC(=O)C (acetone). Run at time 11 day. Product: C(C)OC(=O)[C@H]1CN(CCC1)CCON=C1C(CCCC1)=CC1=CC=CC=C1 ((R)-1-(2-(((2-(benzylidene)cyclohexylidene)amino)oxy)ethyl)-3-piperidinecarboxylic acid ethyl ester). The yield is 35.3%. Reaction SMILES: [CH:1](=[C:8]1[CH2:13][CH2:12][CH2:11][CH2:10][C:9]1=[N:14][OH:15])[C:2]1[CH:7]=[CH:6][CH:5]=[CH:4][CH:3]=1.Br.[CH2:17]([O:19][C:20]([C@@H:22]1[CH2:27][CH2:26][CH2:25][N:24]([CH2:28][CH2:29]Br)[CH2:23]1)=[O:21])[CH3:18].C(=O)([O-])[O-].[K+].[K+]>CC(C)=O>[CH2:17]([O:19][C:20]([C@@H:22]1[CH2:27][CH2:26][CH2:25][N:24]([CH2:28][CH2:29][O:15][N:14]=[C:9]2[CH2:10][CH2:11][CH2:12][CH2:13][C:8]2=[CH:1][C:2]2[CH:7]=[CH:6][CH:5]=[CH:4][CH:3]=2)[CH2:23]1)=[O:21])[CH3:18] |f:1.2,3.4.5|. Procedure details: A mixture of the above oxime (3.7 g, 18.4 mmol), (R)-1-(2-bromoethyl)-3-piperidinecarboxylic acid ethyl ester hydrobromide (7.0 g, 20.2 mmol, EP 374801), potassium carbonate (10.2 g, 73.5 mmol) and acetone (150 ml) was stirred at ambient temperature for 11 days. The mixture was filtered and the solvent evaporated in vacuo. The residue was purified by column chromatography on silica gel (200 g, heptane/ethyl acetate=3/2) to give 2.5 g of (R)-1-(2-(((2-(benzylidene)cyclohexylidene)amino)oxy)ethyl)...